Dataset: the Open Reaction Database (ORD), a public repository of structured organic reaction records. Task: describe an organic reaction: reactants, conditions, products, and yield Starting materials: CN(CCCl)C (2-dimethylaminoethyl chloride), C(C)(=O)O[C@@H]1C(NC(=CS[C@H]1C1=CC=C(C=C1)OC)C1=CC=CC=C1)=O (rac.-trans-6-(acetyloxy)-6,7-dihydro-7-(4-methoxyphenyl) -3-phenyl-1,4-thiazepin-5(4H)-one), C([O-])([O-])=O.[K+].[K+] (potassium carbonate), CN(CCCl)C (2-dimethylaminoethyl chloride). The solvent is C(C)(=O)OCC (ethyl acetate), O (water). Yields the product C(C)(=O)O[C@@H]1C(N(C(=CS[C@H]1C1=CC=C(C=C1)OC)C1=CC=CC=C1)CCN(C)C)=O (rac.-trans-6-(acetyloxy)-6,7-dihydro-7-(4-methoxyphenyl) -4-[2-(dimethylamino)ethyl]-3-phenyl-1,4-thiazepin-5(4H) -one). Isolated yield 90.8%. Reaction SMILES: [C:1]([O:4][C@H:5]1[C@H:11]([C:12]2[CH:17]=[CH:16][C:15]([O:18][CH3:19])=[CH:14][CH:13]=2)[S:10][CH:9]=[C:8]([C:20]2[CH:25]=[CH:24][CH:23]=[CH:22][CH:21]=2)[NH:7][C:6]1=[O:26])(=[O:3])[CH3:2].C(=O)([O-])[O-].[K+].[K+].[CH3:33][N:34]([CH3:38])[CH2:35][CH2:36]Cl>C(OCC)(=O)C.O>[C:1]([O:4][C@H:5]1[C@H:11]([C:12]2[CH:13]=[CH:14][C:15]([O:18][CH3:19])=[CH:16][CH:17]=2)[S:10][CH:9]=[C:8]([C:20]2[CH:25]=[CH:24][CH:23]=[CH:22][CH:21]=2)[N:7]([CH2:36][CH2:35][N:34]([CH3:38])[CH3:33])[C:6]1=[O:26])(=[O:3])[CH3:2] |f:1.2.3|. Procedure: A mixture of 1.1 g (0.003 mol) of rac.-trans-6-(acetyloxy)-6,7-dihydro-7-(4-methoxyphenyl) -3-phenyl-1,4-thiazepin-5(4H)-one, 0.5 g of potassium carbonate (powdered) and 0.3 g (0.003 mol) of 2-dimethylaminoethyl chloride in 25 mL of ethyl acetate was stirred and heated at reflux for 2 hrs, then twice an additional 0.15 g of 2-dimethylaminoethyl chloride was added at 2 hr intervals. The mixture was heated at reflux for a total of 12 hrs., cooled to room temperature and diluted with water. The aqu...